Dataset: the Open Reaction Database (ORD), a public repository of structured organic reaction records. Task: describe an organic reaction: reactants, conditions, products, and yield Starting materials: C(C=C)OC1(CCN(CC1)C1=C(C(=CC=2N1C=C(N2)C=2C=C(C=CC2)C2=C(C=C(C=C2O)C)F)C)[C@@H](C(=O)OC)OC(C)(C)C)C ((S)-methyl 2-(5-(4-(allyloxy)-4-methylpiperidin-1-yl)-2-(2′-fluoro-6′-hydroxy-4′-methyl-[1,1′-biphenyl]-3-yl)-7-methylimidazo[1,2-a]pyridin-6-yl)-2-(tert-butoxy)acetate), C(C=C)OC1(CCN(CC1)C1=C(C(=CC=2N1C=C(N2)C=2C=C(C=CC2)C2=C(C=CC(=C2)C)O[C@@H](C)CC=C)C)[C@@H](C(=O)OC)OC(C)(C)C)C ((S)-methyl 2-(5-(4-(allyloxy)-4-methylpiperidin-1-yl)-7-methyl-2-(5′-methyl-2′-((S)-pent-4-en-2-yloxy)-[1,1′-biphenyl]-3-yl)imidazo[1,2-a]pyridin-6-yl)-2-(tert-butoxy)acetate). Yields the product C(C)(C)(C)O[C@H](C(=O)OC)C=1C(=CC=2N(C1N1CCC(CC1)(OCC=C)C)C=C(N2)C2=CC(=CC=C2)C2=C(C=C(C=C2O[C@@H](C)CC=C)C)F)C (Methyl(2S)-2-(tert-butoxy)-2-[2-(3-{2-fluoro-4-methyl-6-[(2S)-pent-4-en-2-yloxy]phenyl}phenyl)-7-methyl-5-[4-methyl-4-(prop-2-en-1-yloxy)piperidin-1-yl]imidazo[1,2-a]pyridin-6-yl]acetate). Yield: 90.0%. As a reaction SMILES: [CH2:1]([O:4][C:5]1([CH3:46])[CH2:10][CH2:9][N:8]([C:11]2[N:16]3[CH:17]=[C:18]([C:20]4[CH:21]=[C:22]([C:26]5[C:31]([OH:32])=[CH:30][C:29]([CH3:33])=[CH:28][C:27]=5[F:34])[CH:23]=[CH:24][CH:25]=4)[N:19]=[C:15]3[CH:14]=[C:13]([CH3:35])[C:12]=2[C@H:36]([O:41][C:42]([CH3:45])([CH3:44])[CH3:43])[C:37]([O:39][CH3:40])=[O:38])[CH2:7][CH2:6]1)[CH:2]=[CH2:3].C(O[C:51]1(C)[CH2:56][CH2:55]N(C2N3C=C(C4C=C(C5C=C(C)C=CC=5O[C@H](CC=C)C)C=CC=4)N=C3C=C(C)C=2[C@H](OC(C)(C)C)C(OC)=O)[CH2:53][CH2:52]1)C=C>>[C:42]([O:41][C@@H:36]([C:12]1[C:13]([CH3:35])=[CH:14][C:15]2[N:16]([CH:17]=[C:18]([C:20]3[CH:25]=[CH:24][CH:23]=[C:22]([C:26]4[C:31]([O:32][C@H:56]([CH2:51][CH:52]=[CH2:53])[CH3:55])=[CH:30][C:29]([CH3:33])=[CH:28][C:27]=4[F:34])[CH:21]=3)[N:19]=2)[C:11]=1[N:8]1[CH2:7][CH2:6][C:5]([CH3:46])([O:4][CH2:1][CH:2]=[CH2:3])[CH2:10][CH2:9]1)[C:37]([O:39][CH3:40])=[O:38])([CH3:45])([CH3:44])[CH3:43]. Procedure: Prepared in 90% yield from (S)-methyl 2-(5-(4-(allyloxy)-4-methylpiperidin-1-yl)-2-(2′-fluoro-6′-hydroxy-4′-methyl-[1,1′-biphenyl]-3-yl)-7-methylimidazo[1,2-a]pyridin-6-yl)-2-(tert-butoxy)acetate following the procedure for (S)-methyl 2-(5-(4-(allyloxy)-4-methylpiperidin-1-yl)-7-methyl-2-(5′-methyl-2′-((S)-pent-4-en-2-yloxy)-[1,1′-biphenyl]-3-yl)imidazo[1,2-a]pyridin-6-yl)-2-(tert-butoxy)acetate. LCMS (ESI, M+1): 698.35. Reactants: CS(=O)(=O)Cl, ClCCl, COc1cncc(C#Cc2ccc(F)c(N)c2)c1, c1ccncc1. Reaction SMILES: [CH3:25][S:26]([Cl:27])(=[O:28])=[O:29].[Cl:30][CH2:31][Cl:32].[F:1][c:2]1[c:3]([NH2:18])[cH:4][c:5]([C:8]#[C:9][c:10]2[cH:11][n:12][cH:13][c:14]([O:16][CH3:17])[cH:15]2)[cH:6][cH:7]1.[cH:19]1[cH:20][cH:21][n:22][cH:23][cH:24]1>>[F:1][c:2]1[c:3]([NH:18][S:26]([CH3:25])(=[O:28])=[O:29])[cH:4][c:5]([C:8]#[C:9][c:10]2[cH:11][n:12][cH:13][c:14]([O:16][CH3:17])[cH:15]2)[cH:6][cH:7]1. Product: COc1cncc(C#Cc2ccc(F)c(NS(C)(=O)=O)c2)c1. The reactants are ClC(C(=O)Cl)Cl (dichloroacetyl chloride), ( 5 ), ClC=1C=C(C=CC1)C1SCCN1 (2-m-chlorophenyl thiazolidine), C1=CC=CC=C1 (benzene). The solvent is C(C)N(CC)CC (triethylamine). Run at time 30 minute. Product: ClC=1C=C(C=CC1)C1SCCN1C(C(Cl)Cl)=O (2-m-chlorophenyl-3-dichloroacetyl thiazolidine). As a reaction SMILES: [Cl:1][C:2]1[CH:3]=[C:4]([CH:8]2[NH:12][CH2:11][CH2:10][S:9]2)[CH:5]=[CH:6][CH:7]=1.C1C=CC=CC=1.[Cl:19][CH:20]([Cl:24])[C:21](Cl)=[O:22]>C(N(CC)CC)C>[Cl:1][C:2]1[CH:3]=[C:4]([CH:8]2[N:12]([C:21](=[O:22])[CH:20]([Cl:24])[Cl:19])[CH2:11][CH2:10][S:9]2)[CH:5]=[CH:6][CH:7]=1. Procedure: Five (5) grams of 2-m-chlorophenyl thiazolidine was dissolved in 50 ml. of benzene and 2.6 g. of triethylamine and the mixture was stirred in a room temperature water bath, while 3.7 g. of dichloroacetyl chloride was added dropwise. After standing for about 30 minutes, the mixture was washed with water, separated and dried over magnesium sulfate and the benzene stripped under vacuum. There was obtained a yield of 7.2 g. of an oil, the title compound, ND30 =1.5805. Reactants: P(Br)(Br)Br (phosphorus tribromide), C(CCCCCCCC)C1=C(CO)C=CC=C1 (2-nonylbenzyl alcohol), ice water, CCOCC (ether). Solvent: C1=CC=CC=C1 (benzene), C1=CC=CC=C1 (benzene). The product is C(CCCCCCCC)C1=C(CBr)C=CC=C1 (2-nonylbenzyl bromide). RXN SMILES: P(Br)(Br)[Br:2].[CH2:5]([C:14]1[CH:21]=[CH:20][CH:19]=[CH:18][C:15]=1[CH2:16]O)[CH2:6][CH2:7][CH2:8][CH2:9][CH2:10][CH2:11][CH2:12][CH3:13].CCOCC>C1C=CC=CC=1>[CH2:5]([C:14]1[CH:21]=[CH:20][CH:19]=[CH:18][C:15]=1[CH2:16][Br:2])[CH2:6][CH2:7][CH2:8][CH2:9][CH2:10][CH2:11][CH2:12][CH3:13]. Reported procedure: A solution of 10 g of phosphorus tribromide in 50 ml of benzene is added dropwise over a period of 15 minutes to a stirred mixture of 6.6 g of 2-nonylbenzyl alcohol and 50 ml of benzene. The reaction mixture is heated under reflux for 30 minutes and, after cooling, ice-water and ether are added. The organic phase is separated off, washed with water, dried over sodium sulphate and concentrated by evaporation in vacuo. Chromatographic purification of the residue on silica gel with petroleum ether ...